The task is: describe an organic reaction: reactants, conditions, products, and yield. This data is from the Open Reaction Database (ORD), a public repository of structured organic reaction records. Starting materials: CCCC(=O)Cl, [Li]CCCC, CCCCCC, O=S(=O)(Cc1cc(F)ccc1F)c1ccc(Cl)cc1, Cl, C1CCOC1. The product is CCCC(=O)C(c1cc(F)ccc1F)S(=O)(=O)c1ccc(Cl)cc1. Reaction SMILES: [C:25]([CH2:26][CH2:27][CH3:28])(=[O:29])[Cl:30].[CH2:1]([Li:2])[CH2:3][CH2:4][CH3:5].[CH3:37][CH2:38][CH2:39][CH2:40][CH2:41][CH3:42].[Cl:6][c:7]1[cH:8][cH:9][c:10]([S:13](=[O:14])(=[O:15])[CH2:16][c:17]2[c:18]([F:24])[cH:19][cH:20][c:21]([F:23])[cH:22]2)[cH:11][cH:12]1.[ClH:31].[O:32]1[CH2:33][CH2:34][CH2:35][CH2:36]1>>[Cl:6][c:7]1[cH:8][cH:9][c:10]([S:13](=[O:14])(=[O:15])[CH:16]([c:17]2[c:18]([F:24])[cH:19][cH:20][c:21]([F:23])[cH:22]2)[C:25]([CH2:26][CH2:27][CH3:28])=[O:29])[cH:11][cH:12]1. The reactants are O (Water), (+)-Me, C(C1=CC=CC=C1)=O (benzaldehyde), [Zn](CC)CC (Et2Zn). The solvent is C1(=CC=CC=C1)C (toluene). Reaction conditions: time 30 minute. Yields the product OC(CC)C1=CC=CC=C1 (1-hydroxy-1-phenylpropane). Isolated yield 31.4%. Reaction SMILES: [Zn](CC)[CH2:2][CH3:3].[CH:6](=[O:13])[C:7]1[CH:12]=[CH:11][CH:10]=[CH:9][CH:8]=1.O>C1(C)C=CC=CC=1>[OH:13][CH:6]([C:7]1[CH:12]=[CH:11][CH:10]=[CH:9][CH:8]=1)[CH2:2][CH3:3]. Procedure details: (+)-Me-IAN amine (19.0 mg, 66.8 μmol) was dissolved in toluene (0.85 mL) in a 10 mL flask. Et2Zn (1.22 mL, 1.1 M in toluene, 1.34 mmol) was added in one portion via syringe. Immediately, a clear red-orange solution formed. After stirring for 30 min., benzaldehyde (0.068 mL, 0.669 mmol) was added. This addition immediately lightened the solution to a pale orange-yellow. After 19 h, the solution returned to its red-orange color. Water was added and the mixture was extracted three times with CH2Cl2... Reaction SMILES: N1C=CC([CH:7]2[CH2:12][NH:11][CH2:10][CH2:9][N:8]2[C:13]2[CH:18]=[CH:17][C:16]([OH:19])=[CH:15][CH:14]=2)=CC=1.[H-].[Na+].Cl[C:23]1[CH:32]=[CH:31][C:26]([C:27]([O:29][CH3:30])=[O:28])=[CH:25][N:24]=1>CN(C=O)C>[N:24]1[CH:25]=[CH:26][C:31]([N:11]2[CH2:12][CH2:7][N:8]([C:13]3[CH:14]=[CH:15][C:16]([O:19][C:23]4[N:24]=[CH:25][C:26]([C:27]([O:29][CH3:30])=[O:28])=[CH:31][CH:32]=4)=[CH:17][CH:18]=3)[CH2:9][CH2:10]2)=[CH:32][CH:23]=1 |f:1.2|. Solvent: oil, CN(C)C=O (DMF), CN(C)C=O (DMF). The product is N1=CC=C(C=C1)N1CCN(CC1)C1=CC=C(OC2=CC=C(C=N2)C(=O)OC)C=C1 (Methyl 6-[4-[4-(4-pyridyl)piperazin-1-yl]phenoxy]pyridine-3-carboxylate). Reported procedure: To a suspension of 4-((4-pyridyl)piperazin-1-yl)phenol (1.13 g) in DMF (10 ml) was added a 60% dispersion of sodium hydride in oil (195 mg) and the resulting mixture was stirred for 20 minutes. A solution of methyl 6-chloronicotinate (758 mg) in DMF (2 ml) was added and the mixture was heated at 60° C. for 2 hours. The mixture was partitioned between ethyl acetate(100 ml) and water(20 ml). The organic layer was dried (MgSO4) and evaporated to give an oil which was purified by flash column chroma... Run at temperature 60 celsius, time 20 minute. Isolated yield 94.5%. Reactants: [H-].[Na+] (sodium hydride), ClC1=NC=C(C(=O)OC)C=C1 (methyl 6-chloronicotinate), N1=CC=C(C=C1)C1N(CCNC1)C1=CC=C(C=C1)O (4-((4-pyridyl)piperazin-1-yl)phenol). The reactants are CS(C)=O, [H-], O=Cc1ccc([N+](=O)[O-])s1, [Na+], O, Oc1ccccc1. Yields the product O=Cc1ccc(Oc2ccccc2)s1. As a reaction SMILES: [CH3:21][S:22]([CH3:23])=[O:24].[H-:9].[N+:10]([O-:11])(=[O:12])[c:13]1[cH:14][cH:15][c:16]([CH:18]=[O:19])[s:17]1.[Na+:8].[OH2:20].[OH:1][c:2]1[cH:3][cH:4][cH:5][cH:6][cH:7]1>>[O:1]([c:2]1[cH:3][cH:4][cH:5][cH:6][cH:7]1)[c:13]1[cH:14][cH:15][c:16]([CH:18]=[O:19])[s:17]1. The reactants are NC(CNC=1SC(=CN1)C1=CC2=C(NC(O2)=O)C=C1)CC1=CC(=C(C=C1)OC)F (6-(2-(2-Amino-3-(3-fluoro-4-methoxyphenyl)propylamino)-thiazol-5-yl)benzo[d]oxazol-2(3H)-one), B(Br)(Br)Br (boron tribromide). Run in C(Cl)Cl (DCM), C(Cl)Cl (DCM). Reaction conditions: temperature -78 celsius, time 1 hour. Product: NC(CNC=1SC(=CN1)C1=CC2=C(N=CO2)C=C1)CC1=CC(=C(C=C1)O)F (6-(2-(2-amino-3-(3-fluoro-4-hydroxyphenyl)propylamino)thiazol-5-yl)benzo[d]oxazol). Isolated yield 35.9%. As a reaction SMILES: [NH2:1][CH:2]([CH2:20][C:21]1[CH:26]=[CH:25][C:24]([O:27]C)=[C:23]([F:29])[CH:22]=1)[CH2:3][NH:4][C:5]1[S:6][C:7]([C:10]2[CH:19]=[CH:18][C:13]3[NH:14][C:15](=O)[O:16][C:12]=3[CH:11]=2)=[CH:8][N:9]=1.B(Br)(Br)Br>C(Cl)Cl>[NH2:1][CH:2]([CH2:20][C:21]1[CH:26]=[CH:25][C:24]([OH:27])=[C:23]([F:29])[CH:22]=1)[CH2:3][NH:4][C:5]1[S:6][C:7]([C:10]2[CH:19]=[CH:18][C:13]3[N:14]=[CH:15][O:16][C:12]=3[CH:11]=2)=[CH:8][N:9]=1. Procedure details: To a 25 mL round-bottomed flask was added 6-(2-(2-amino-3-(3-fluoro-4-methoxyphenyl)propylamino)thiazol-5-yl)benzo[d]oxazol-2(3H)-one (Example 129) (60 mg, 145 μmol) and 3 mL of DCM. The solution was cooled to −78° C., and treated dropwise with boron tribromide, 1.0 M in DCM (497 μL, 2895 μmol) via a syringe. The solution was stirred at −78° C. for 1 hour and then allowed to warm to room temperature overnight. The reaction mixture was concentrated, and 2 mL of MeOH was added dropwise. The reacti... Starting materials: ClC=1C=C(C=CC1)[C@H](CN(C(OC(C)(C)C)=O)CCC1=CC=C(C=C1)C1=CC=C2C(=CN(C2=C1)C(C)C)C(=O)NS(=O)(=O)C)OC1OCCCC1 (tert-butyl [(2R)-2-(3-chlorophenyl)-2-(tetrahydro-2H-pyran-2-yloxy)ethyl][2-[4-[1-isopropyl-3-[[(methylsulfonyl)amino]carbonyl]-1H-indol-6-yl]phenyl]-ethyl]carbamate). Solvent: CO (methanol), Cl (hydrogen chloride), O1CCOCC1 (1,4-dioxane), Cl (hydrogen chloride). Reaction conditions: time 12 hour. Yields the product Cl.ClC=1C=C(C=CC1)[C@H](CNCCC1=CC=C(C=C1)C1=CC=C2C(=CN(C2=C1)C(C)C)C(=O)NS(=O)(=O)C)O (6-[4-[2-[[(2R)-2-(3-chlorophenyl)-2-hydroxyethyl]amino]ethyl]phenyl]-1-isopropyl-N-(methylsulfonyl)-1H-indole-3-carboxamide hydrochloride). Yield: 153.4%. RXN SMILES: [Cl:1][C:2]1[CH:3]=[C:4]([C@@H:8]([O:45]C2CCCCO2)[CH2:9][N:10]([CH2:18][CH2:19][C:20]2[CH:25]=[CH:24][C:23]([C:26]3[CH:34]=[C:33]4[C:29]([C:30]([C:38]([NH:40][S:41]([CH3:44])(=[O:43])=[O:42])=[O:39])=[CH:31][N:32]4[CH:35]([CH3:37])[CH3:36])=[CH:28][CH:27]=3)=[CH:22][CH:21]=2)C(=O)OC(C)(C)C)[CH:5]=[CH:6][CH:7]=1>CO.Cl.O1CCOCC1>[ClH:1].[Cl:1][C:2]1[CH:3]=[C:4]([C@@H:8]([OH:45])[CH2:9][NH:10][CH2:18][CH2:19][C:20]2[CH:21]=[CH:22][C:23]([C:26]3[CH:34]=[C:33]4[C:29]([C:30]([C:38]([NH:40][S:41]([CH3:44])(=[O:42])=[O:43])=[O:39])=[CH:31][N:32]4[CH:35]([CH3:37])[CH3:36])=[CH:28][CH:27]=3)=[CH:24][CH:25]=2)[CH:5]=[CH:6][CH:7]=1 |f:4.5|. Procedure: A mixture of tert-butyl [(2R)-2-(3-chlorophenyl)-2-(tetrahydro-2H-pyran-2-yloxy)ethyl][2-[4-[1-isopropyl-3-[[(methylsulfonyl)amino]carbonyl]-1H-indol-6-yl]phenyl]-ethyl]carbamate (132 mg), 10% hydrogen chloride in methanol (2 ml) and 4N hydrogen chloride in 1,4-dioxane (2 ml) was stirred at room temperature for 12 hours. The resulting mixture was evaporated under reduced pressure. The residue was purified by reverse phase column chromatography followed by treatment of 1N hydrochloric acid to giv... Reaction SMILES: [C:16]([CH3:17])([CH3:18])([CH3:19])[O:20][C:21](=[O:22])[N:23]1[C:24]([CH3:30])([CH3:31])[O:25][CH2:26][CH:27]1[CH:28]=[O:29].[C:32]([O:33][BH-:34]([O:35][C:36](=[O:37])[CH3:38])[O:39][C:40](=[O:41])[CH3:42])(=[O:43])[CH3:44].[Cl:51][CH2:52][Cl:53].[F:1][c:2]1[cH:3][cH:4][c:5]([C:8](=[O:9])[CH:10]2[CH2:11][CH2:12][NH:13][CH2:14][CH2:15]2)[cH:6][cH:7]1.[Na+:45].[O:46]1[CH2:47][CH2:48][CH2:49][CH2:50]1>>[F:1][c:2]1[cH:3][cH:4][c:5]([C:8](=[O:9])[CH:10]2[CH2:11][CH2:12][N:13]([CH2:28][CH:27]3[N:23]([C:21]([O:20][C:16]([CH3:17])([CH3:18])[CH3:19])=[O:22])[C:24]([CH3:30])([CH3:31])[O:25][CH2:26]3)[CH2:14][CH2:15]2)[cH:6][cH:7]1. Reactants: CC(C)(C)OC(=O)N1C(C=O)COC1(C)C, CC(=O)O[BH-](OC(C)=O)OC(C)=O, ClCCl, O=C(c1ccc(F)cc1)C1CCNCC1, [Na+], C1CCOC1. Product: CC(C)(C)OC(=O)N1C(CN2CCC(C(=O)c3ccc(F)cc3)CC2)COC1(C)C.